This data is from the Open Reaction Database (ORD), a public repository of structured organic reaction records. The task is: describe an organic reaction: reactants, conditions, products, and yield Reactants: BrC(=CC=1C=C2C(CCSC2=CC1)(C)C)Br (2,2-dibromo-1-(4,4-dimethylthiochroman-6-yl)ethylene), C1CCOC1 (THF), C(CCC)[Li] (n-butyllithium). The solvent is O (water). The product is CC1(CCSC2=CC=C(C=C12)C#C)C ((4,4-dimethylthiochroman-6-yl)acetylene). RXN SMILES: Br[C:2](Br)=[CH:3][C:4]1[CH:5]=[C:6]2[C:11](=[CH:12][CH:13]=1)[S:10][CH2:9][CH2:8][C:7]2([CH3:15])[CH3:14].C1COCC1.C([Li])CCC>O>[CH3:14][C:7]1([CH3:15])[C:6]2[C:11](=[CH:12][CH:13]=[C:4]([C:3]#[CH:2])[CH:5]=2)[S:10][CH2:9][CH2:8]1. Procedure: 7.7 g (21.2 mmol) of 2,2-dibromo-1-(4,4-dimethylthiochroman-6-yl)ethylene and 80 ml of THF were introduced into a three-necked flask under a stream of nitrogen. 17 ml (26.6 mmol) of an n-butyllithium solution (2.5M in hexane) were added dropwise at -78° C. and the mixture was permitted to heat to room temperature for one hour. The reaction mixture was poured into water and extracted with ethyl ether. The organic phase was separated by settling, dried over magnesium sulfate and evaporated. The re... Reactants: ClC1=C2CNC(C2=C(C=C1)C=1N(C2=CC=CC=C2C1)C(=O)OC(C)(C)C)=O (4-chloro-7-(1-(tert-butoxycarbonyl)-indol-2-yl)isoindolinone), II (iodine). Reagents/catalysts: S(=O)(=O)([O-])[O-].[Ag+2] (silver sulfate). Run in C(C)O (ethanol). Product: ClC1=C2CNC(C2=C(C=C1)C=1N(C2=CC=CC=C2C1I)C(=O)OC(C)(C)C)=O (4-chloro-7-[1-(tert-butoxycarbonyl)-3-iodoindol-2-yl]isoindolinone). Isolated yield 35.9%. As a reaction SMILES: [Cl:1][C:2]1[CH:10]=[CH:9][C:8]([C:11]2[N:12]([C:20]([O:22][C:23]([CH3:26])([CH3:25])[CH3:24])=[O:21])[C:13]3[C:18]([CH:19]=2)=[CH:17][CH:16]=[CH:15][CH:14]=3)=[C:7]2[C:3]=1[CH2:4][NH:5][C:6]2=[O:27].[I:28]I>C(O)C.S([O-])([O-])(=O)=O.[Ag+2]>[Cl:1][C:2]1[CH:10]=[CH:9][C:8]([C:11]2[N:12]([C:20]([O:22][C:23]([CH3:24])([CH3:26])[CH3:25])=[O:21])[C:13]3[C:18]([C:19]=2[I:28])=[CH:17][CH:16]=[CH:15][CH:14]=3)=[C:7]2[C:3]=1[CH2:4][NH:5][C:6]2=[O:27] |f:3.4|. Procedure details: In a similar manner to Step 1 of Example 161, 4-chloro-7-(1-(tert-butoxycarbonyl)-indol-2-yl)isoindolinone (374 mg, 0.980 mmol) was dissolved in ethanol (26 mL), and the solution was treated with iodine (299 mg, 1.18 mmol) and silver sulfate (306 mg, 0.980 mmol), followed by purification by slurry using hexane and diisopropylether to obtain 4-chloro-7-[1-(tert-butoxycarbonyl)-3-iodoindol-2-yl]isoindolinone (179 mg, yield 36%). The reactants are [OH-].[K+] (Potassium hydroxide), C1(CCCC1)OC1=C(C=CC(=N1)C(=O)OC1CCCC1)OC (cyclopentyl 6-cyclopentyloxy-5-methoxypyridine-2-carboxylate). The solvent is O (water), CO (methanol). Conditions: time 2.5 hour. Yields the product C1(CCCC1)OC1=C(C=CC(=N1)C(=O)O)OC (6-cyclopentyloxy-5-methoxypyridine-2-carboxylic acid). Isolated yield 49.3%. Reaction SMILES: [OH-].[K+].[CH:3]1([O:8][C:9]2[N:14]=[C:13]([C:15]([O:17]C3CCCC3)=[O:16])[CH:12]=[CH:11][C:10]=2[O:23][CH3:24])[CH2:7][CH2:6][CH2:5][CH2:4]1>O.CO>[CH:3]1([O:8][C:9]2[N:14]=[C:13]([C:15]([OH:17])=[O:16])[CH:12]=[CH:11][C:10]=2[O:23][CH3:24])[CH2:4][CH2:5][CH2:6][CH2:7]1 |f:0.1|. Procedure details: Potassium hydroxide (1.98 g) in water (12 mL) is added to a solution of cyclopentyl 6-cyclopentyloxy-5-methoxypyridine-2-carboxylate (3.6 g) in methanol (35 mL) and the mixture stirred at room temperature for 2.5 hours. The solution is concentrated to half of the original volume and diluted with water. The solution is acidified to pH 4 with concentrated hydrochloric acid and the product extracted with ethyl acetate. The extracts are dried (MgSO4) and concentrated to give 6-cyclopentyloxy-5-metho... Starting materials: COC=1C=C2C(=CC=NC2=CC1OC)OC1=CC=C(C=C1)[N+](=O)[O-] (6,7-Dimethoxy-4-(4-nitrophenoxy)quinoline). The reagents and catalysts are [OH-].[Pd+2].[OH-].[C] (palladium hydroxide carbon). Solvent: CN(C=O)C.C(C)(=O)OCC (N,N-dimethylformamide ethyl acetate). Run at time 17 hour. Yields the product COC=1C=C2C(=CC=NC2=CC1OC)OC1=CC=C(C=C1)N (6,7-Dimethoxy-4-(4-aminophenoxy)quinoline). Isolated yield 88.0%. RXN SMILES: [CH3:1][O:2][C:3]1[CH:4]=[C:5]2[C:10](=[CH:11][C:12]=1[O:13][CH3:14])[N:9]=[CH:8][CH:7]=[C:6]2[O:15][C:16]1[CH:21]=[CH:20][C:19]([N+:22]([O-])=O)=[CH:18][CH:17]=1>CN(C)C=O.C(OCC)(=O)C.[OH-].[Pd+2].[OH-].[C]>[CH3:1][O:2][C:3]1[CH:4]=[C:5]2[C:10](=[CH:11][C:12]=1[O:13][CH3:14])[N:9]=[CH:8][CH:7]=[C:6]2[O:15][C:16]1[CH:17]=[CH:18][C:19]([NH2:22])=[CH:20][CH:21]=1 |f:1.2,3.4.5.6|. Procedure: 6,7-Dimethoxy-4-(4-nitrophenoxy)quinoline (1.00 g) was dissolved in N,N-dimethylformamide/ethyl acetate (30 ml/15 ml), 10% palladium hydroxide-carbon (69 mg) was added, and the admixture was stirred at room temperature under hydrogen for 17 hours. The reaction mixture was filtered using Celite. The filtrate was washed with brine and then dried with anhydrous sodium sulfate. The solvent was removed by reduced-pressure distillation to obtain 799 mg of the title compound (yield: 88%). Yield: 88.6%. As a reaction SMILES: [N:1]1[CH:6]=[CH:5][CH:4]=[C:3]([CH2:7][NH:8][C:9]([C:11]2[N:20]3[C:14]([CH2:15][N:16]([C:25]([C:27]4[CH:36]=[CH:35][C:30]([C:31]([O:33]C)=[O:32])=[CH:29][CH:28]=4)=[O:26])[C:17]4[CH:24]=[CH:23][CH:22]=[CH:21][C:18]=4[CH2:19]3)=[CH:13][CH:12]=2)=[O:10])[CH:2]=1.[OH-].[Li+]>CO.O>[N:1]1[CH:6]=[CH:5][CH:4]=[C:3]([CH2:7][NH:8][C:9]([C:11]2[N:20]3[C:14]([CH2:15][N:16]([C:25]([C:27]4[CH:28]=[CH:29][C:30]([C:31]([OH:33])=[O:32])=[CH:35][CH:36]=4)=[O:26])[C:17]4[CH:24]=[CH:23][CH:22]=[CH:21][C:18]=4[CH2:19]3)=[CH:13][CH:12]=2)=[O:10])[CH:2]=1 |f:1.2|. Procedure details: To a solution of methyl 4-{[3-{[(pyridin-3-ylmethyl)amino]carbonyl}-5H-pyrrolo[2,1-c][1,4]benzodiazepin-10(11H)-yl]carbonyl}benzoate of Example 87 (0.315 g, 0.656 mmol) in methanol (4 mL) and water (2 mL) was added lithium hydroxide (31.4 mg, 1.31 mmol) and the reaction mixture heated to reflux for 1 hour. The cooled reaction mixture was diluted with water (20 mL) and washed with ethyl acetate (2×20 mL). The aqueous phase was then acidified to pH 4.5 by the addition of 2 M hydrochloric acid and ... Yields the product N1=CC(=CC=C1)CNC(=O)C1=CC=C2CN(C3=C(CN21)C=CC=C3)C(=O)C3=CC=C(C(=O)O)C=C3 (4-{[3-{[(PYRIDIN-3-YLMETHYL)AMINO]CARBONYL}-5H-PYRROLO[2,1-C][1,4]BENZODIAZEPIN-10(11H)-YL]CARBONYL}BENZOIC ACID). Starting materials: N1=CC(=CC=C1)CNC(=O)C1=CC=C2CN(C3=C(CN21)C=CC=C3)C(=O)C3=CC=C(C(=O)OC)C=C3 (METHYL 4-{[3-{[(PYRIDIN-3-YLMETHYL)AMINO]CARBONYL}-5H-PYRROLO[2,1-C][1,4]BENZODIAZEPIN-10(11H)-YL]CARBONYL}BENZOATE), [OH-].[Li+] (lithium hydroxide). Conditions: time 16 hour. Solvent: CO (methanol), O (water), O (water). Reported procedure: A solution of α-(3-benzyloxyphenyl)-2,8-bis(trifluoromethyl)-4-quinolinemethanol (80 mg, 0.17 mmol) in EtOH (4 mL) was treated with 10% Pd/C (5 mg), hydrogenated for 2 h, filtered to remove the catalyst, concentrated in vacuo and the resulting oil purified by chromatography [SiO2; heptane-EtOAc (1:1)] to give the title compound (36 mg, 53%) as an oil: NMR δH (400 MHz, CDCl3) 5.35 (1H, br s), 6.45 (1H, s), 6.65-6.80 (2H, m), 6.91 (1H, d, J 10.0 Hz), 7.21 (1H, t, J 7.0 Hz), 7.59 (1H, t, J 9.0 Hz),... Run in CCO (EtOH). The reagents and catalysts are [Pd] (Pd/C). Isolated yield 54.7%. As a reaction SMILES: C([O:8][C:9]1[CH:10]=[C:11]([CH:15]([C:17]2[C:26]3[C:21](=[C:22]([C:27]([F:30])([F:29])[F:28])[CH:23]=[CH:24][CH:25]=3)[N:20]=[C:19]([C:31]([F:34])([F:33])[F:32])[CH:18]=2)[OH:16])[CH:12]=[CH:13][CH:14]=1)C1C=CC=CC=1>CCO.[Pd]>[F:33][C:31]([F:32])([F:34])[C:19]1[CH:18]=[C:17]([CH:15]([C:11]2[CH:12]=[CH:13][CH:14]=[C:9]([OH:8])[CH:10]=2)[OH:16])[C:26]2[C:21](=[C:22]([C:27]([F:30])([F:28])[F:29])[CH:23]=[CH:24][CH:25]=2)[N:20]=1. Product: FC(C1=NC2=C(C=CC=C2C(=C1)C(O)C1=CC(=CC=C1)O)C(F)(F)F)(F)F (2,8-Bis(trifluoromethyl)-α-(3-hydroxyphenyl)-4-quinolinemethanol). Starting materials: C(C1=CC=CC=C1)OC=1C=C(C=CC1)C(O)C1=CC(=NC2=C(C=CC=C12)C(F)(F)F)C(F)(F)F (α-(3-benzyloxyphenyl)-2,8-bis(trifluoromethyl)-4-quinolinemethanol). The reactants are COC1=CC=C(CN2N=CC(=C2)C=2SC=C(N2)NC2=NC=CC=C2)C=C1 (N-(2-(1-(4-methoxybenzyl)-1H-pyrazol-4-yl)thiazol-4-yl)pyridin-2-amine), [OH-].[Na+] (NaOH). The solvent is C(=O)(C(F)(F)F)O (TFA). Yields the product N1N=CC(=C1)C=1SC=C(N1)NC1=NC=CC=C1 (2-(1H-pyrazol-4-yl)-N-(pyridin-2-yl)thiazol-4-amine). Isolated yield 61.5%. Reaction SMILES: COC1C=CC(C[N:8]2[CH:12]=[C:11]([C:13]3[S:14][CH:15]=[C:16]([NH:18][C:19]4[CH:24]=[CH:23][CH:22]=[CH:21][N:20]=4)[N:17]=3)[CH:10]=[N:9]2)=CC=1.[OH-].[Na+]>C(O)(C(F)(F)F)=O>[NH:9]1[CH:10]=[C:11]([C:13]2[S:14][CH:15]=[C:16]([NH:18][C:19]3[CH:24]=[CH:23][CH:22]=[CH:21][N:20]=3)[N:17]=2)[CH:12]=[N:8]1 |f:1.2|. Reported procedure: According to Scheme 1 Step 10: A solution of N-(2-(1-(4-methoxybenzyl)-1H-pyrazol-4-yl)thiazol-4-yl)pyridin-2-amine (0.39 mmol, 143 mg) in TFA (2 mL) was microwaved for 10 minutes at 120° C. The reaction mixture was neutralized with a solution of NaOH (1 M) and was extracted with DCM. The organic phase was dried over MgSO4, was filtered and was concentrated. The resulting crude product was purified by flash chromatography over silica gel using DCM/EtOH/NH3 (100:0:0 to 90:9:1) as eluent to yield ... Starting materials: O=C1NC2=C(SC3=C1C=CC=C3)C=C(C=C2)C(=O)O (10,11-Dihydro-11-oxodibenzo[b,f][1,4]thiazepin-7-carboxylic Acid), O1CCCC1 (tetrahydrofuran). Run at time 30 minute. Product: O=C1NC2=C(SC3=C1C=CC=C3)C=C(C=C2)C(=O)OC (Methyl 10,11-Dihydro-11-oxodibenzo[b,f][1,4]thiazepin-7-carboxylate). RXN SMILES: [O:1]=[C:2]1[C:8]2[CH:9]=[CH:10][CH:11]=[CH:12][C:7]=2[S:6][C:5]2[CH:13]=[C:14]([C:17]([OH:19])=[O:18])[CH:15]=[CH:16][C:4]=2[NH:3]1.O1CCC[CH2:21]1>>[O:1]=[C:2]1[C:8]2[CH:9]=[CH:10][CH:11]=[CH:12][C:7]=2[S:6][C:5]2[CH:13]=[C:14]([C:17]([O:19][CH3:21])=[O:18])[CH:15]=[CH:16][C:4]=2[NH:3]1. Reported procedure: Dissolve 1 gm of the acid of Example 22 with heating in 100 ml of tetrahydrofuran. Filter and cool the filtrate to room temperature. Add 500 mg. of diazomethane and stir at room temperature for 30 minutes. Strip to dryness and triturate the residue in methanol. Recover the title product by filtration. (m.p. 240°-257° C.). RXN SMILES: CO[C:3]([C:5]1[N:6]=[CH:7][C:8]2[C:9](=[O:27])[N:10]([CH2:16][C:17]3[CH:22]=[CH:21][C:20]([O:23][CH3:24])=[CH:19][C:18]=3[O:25][CH3:26])[CH:11]=[CH:12][C:13]=2[C:14]=1[OH:15])=[O:4].[NH2:28][CH2:29][CH2:30][C:31]([OH:33])=[O:32].C[O-].[Na+]>>[CH3:26][O:25][C:18]1[CH:19]=[C:20]([O:23][CH3:24])[CH:21]=[CH:22][C:17]=1[CH2:16][N:10]1[C:9](=[O:27])[C:8]2[CH:7]=[N:6][C:5]([C:3]([NH:28][CH2:29][CH2:30][C:31]([OH:33])=[O:32])=[O:4])=[C:14]([OH:15])[C:13]=2[CH:12]=[CH:11]1 |f:2.3|. The product is COC1=C(CN2C=CC=3C(=C(N=CC3C2=O)C(=O)NCCC(=O)O)O)C=CC(=C1)OC (3-{[7-(2,4-Dimethoxy-benzyl)-4-hydroxy-8-oxo-7,8-dihydro-[2,7]naphthyridine-3-carbonyl]-amino}-propionic acid). Procedure: A mixture of 7-(2,4-dimethoxy-benzyl)-4-hydroxy-8-oxo-7,8-dihydro-[2,7]naphthyridine-3-carboxylic acid methyl ester (25 mg, 0.068 mmol), β-alanine (801 mg, 9.0 mmol) and NaOMe solution (13.5 mL, 6.8 mmol, 0.5 M in MeOH) was refluxed for 16 h. Solvent was evaporated in vacuo, and the residue was dissolved in saturated NaHCO3 and washed with ether. The aqueous layer was acidified with 4 M HCl to pH about 1, and the resulting precipitate was isolated by filtration. The crude solid was further purif... The reactants are COC(=O)C=1N=CC=2C(N(C=CC2C1O)CC1=C(C=C(C=C1)OC)OC)=O (7-(2,4-dimethoxy-benzyl)-4-hydroxy-8-oxo-7,8-dihydro-[2,7]naphthyridine-3-carboxylic acid methyl ester), NCCC(=O)O (β-alanine), C[O-].[Na+] (NaOMe). Isolated yield 48.2%. Reactants: CCN=C=NCCCN(C)C, c1cc2c(cc1CN1CCNCC1)OCO2, Cc1cc(N(C)CC(=O)O)ccc1Oc1ccc([N+](=O)[O-])cn1, Cl, CN(C)C=O, O, O, On1nnc2ccccc21. Yields the product Cc1cc(N(C)CC(=O)N2CCN(Cc3ccc4c(c3)OCO4)CC2)ccc1Oc1ccc([N+](=O)[O-])cn1. Reaction SMILES: [CH2:25]([N:26]=[C:27]=[N:28][CH2:29][CH2:30][CH2:31][N:32]([CH3:33])[CH3:34])[CH3:35].[CH2:47]([c:48]1[cH:49][c:50]2[c:54]([cH:55][cH:56]1)[O:53][CH2:52][O:51]2)[N:57]1[CH2:58][CH2:59][NH:60][CH2:61][CH2:62]1.[CH3:1][N:2]([c:3]1[cH:4][c:5]([CH3:19])[c:6]([O:9][c:10]2[n:11][cH:12][c:13]([N+:16](=[O:17])[O-:18])[cH:14][cH:15]2)[cH:7][cH:8]1)[CH2:20][C:21](=[O:22])[OH:23].[ClH:24].[O:63]=[CH:64][N:65]([CH3:66])[CH3:67].[OH2:36].[OH2:68].[OH:37][n:38]1[c:39]2[cH:40][cH:41][cH:42][cH:43][c:44]2[n:45][n:46]1>>[CH3:1][N:2]([c:3]1[cH:4][c:5]([CH3:19])[c:6]([O:9][c:10]2[n:11][cH:12][c:13]([N+:16](=[O:17])[O-:18])[cH:14][cH:15]2)[cH:7][cH:8]1)[CH2:20][C:21](=[O:23])[N:60]1[CH2:59][CH2:58][N:57]([CH2:47][c:48]2[cH:49][c:50]3[c:54]([cH:55][cH:56]2)[O:53][CH2:52][O:51]3)[CH2:62][CH2:61]1.